This data is from the Open Reaction Database (ORD), a public repository of structured organic reaction records. The task is: describe an organic reaction: reactants, conditions, products, and yield The reactants are C(=O)(OCC1=CC=CC=C1)C1=NC2C(N(C2O1)C(C(=O)OC)=C(C)C)=O (methyl α-(3-carbobenzoxy-7-oxo-4-oxa-2,6-diazabicyclo[3.2.0]hept-2-en-6-yl)-α-isopropylideneacetate), aluminium amalgam, [Al] (aluminium), mercuric chloride. Run in O1CCCC1 (tetrahydrofuran). Conditions: time 1.5 hour. Yields the product C(=O)(OCC1=CC=CC=C1)C1NC2C(N(C2O1)C(C(=O)OC)=C(C)C)=O (methyl α-(3ξ-carbobenzoxy-7-oxo-4-oxa-2,6-diazabicyclo[3.2.0]heptan-6-yl)-α-isopropylideneacetate). Isolated yield 97.8%. Reaction SMILES: [C:1]([C:11]1[O:17][CH:16]2[CH:13]([C:14](=[O:26])[N:15]2[C:18](=[C:23]([CH3:25])[CH3:24])[C:19]([O:21][CH3:22])=[O:20])[N:12]=1)([O:3][CH2:4][C:5]1[CH:10]=[CH:9][CH:8]=[CH:7][CH:6]=1)=[O:2].[Al]>O1CCCC1>[C:1]([CH:11]1[O:17][CH:16]2[CH:13]([C:14](=[O:26])[N:15]2[C:18](=[C:23]([CH3:24])[CH3:25])[C:19]([O:21][CH3:22])=[O:20])[NH:12]1)([O:3][CH2:4][C:5]1[CH:6]=[CH:7][CH:8]=[CH:9][CH:10]=1)=[O:2]. Reported procedure: To a solution of 5.00 g of methyl α-(3-carbobenzoxy-7-oxo-4-oxa-2,6-diazabicyclo[3.2.0]hept-2-en-6-yl)-α-isopropylideneacetate in 100 ml of tetrahydrofuran containing 5% water is added aluminium amalgam prepared from 4 g of aluminium and 0.5 g of mercuric chloride, and the mixture stirred at room temperature for 1.5 hours. The reaction mixture is dried on magnesium sulfate and concentrated under reduced pressure to yield 4.92 g of methyl α-(3ξ-carbobenzoxy-7-oxo-4-oxa-2,6-diazabicyclo[3.2.0]hept... Starting materials: FC(C(=C(F)F)F)(F)F (hexafluoropropene), C(C)(C)(C)NS(=O)(=O)C=1SC(=CC1)[Si](C)(C)C (N-tert-butyl-5-trimethylsilyl-2-thiophenesulfonamide), ( 1 ), solution, C(CCC)[Li] (n-butyllithium), Cl (hydrochloric acid). The solvent is O (water), CCCCCC (n-hexane), CCOCC (ether). Run at time 4 hour. Yields the product C(C)(C)(C)NS(=O)(=O)C=1SC(=CC1C(=C(C(F)(F)F)F)F)[Si](C)(C)C (N-tert-butyl-3-(1,2,3,3,3-pentafluoropropen-1-yl)-5-trimethylsilyl-2-thiophenesulfonamide). Yield: 55.3%. Reaction SMILES: [C:1]([NH:5][S:6]([C:9]1[S:10][C:11]([Si:14]([CH3:17])([CH3:16])[CH3:15])=[CH:12][CH:13]=1)(=[O:8])=[O:7])([CH3:4])([CH3:3])[CH3:2].C([Li])CCC.[F:23][C:24]([F:31])([F:30])[C:25]([F:29])=[C:26](F)[F:27].Cl>CCOCC.CCCCCC.O>[C:1]([NH:5][S:6]([C:9]1[S:10][C:11]([Si:14]([CH3:17])([CH3:15])[CH3:16])=[CH:12][C:13]=1[C:26]([F:27])=[C:25]([F:29])[C:24]([F:31])([F:30])[F:23])(=[O:7])=[O:8])([CH3:4])([CH3:3])[CH3:2]. Procedure details: Two grams of the N-tert-butyl-5-trimethylsilyl-2-thiophenesulfonamide prepared in (1) above was dissolved in 100 ml of dry ether under nitrogen stream. To the solution, 15 ml of a 1.6M solution of n-butyllithium in n-hexane was added dropwise at 10° to 15° C., followed by stirring at room temperature for 4 hours. Subsequently, a dry ice condenser was attached to the reactor, and then 10 g of hexafluoropropene was charged at 0° to 10° C. under nitrogen stream. Reaction was performed under stirrin...